Dataset: the Open Reaction Database (ORD), a public repository of structured organic reaction records. Task: describe an organic reaction: reactants, conditions, products, and yield The solvent is CO.O (methanol water). RXN SMILES: C(O[C@@H:5]1[C@H:10]2[C@H:11]3[C@H:21]([CH2:22][CH2:23][C@:8]2([CH3:9])[C:7](=[O:27])[CH2:6]1)[C@:19]1([CH3:20])[C:14]([C:15]([CH3:26])=[C:16]([O:24]C)[CH2:17][CH2:18]1)=[CH:13][CH2:12]3)(=O)C.[CH:28]#[CH:29].Cl>CO.O>[C:28]([C@:7]1([OH:27])[CH:6]=[CH:5][C@H:10]2[C@H:11]3[C@H:21]([CH2:22][CH2:23][C@:8]12[CH3:9])[C@:19]1([CH3:20])[C:14](=[C:15]([CH3:26])[C:16](=[O:24])[CH2:17][CH2:18]1)[CH2:13][CH2:12]3)#[CH:29] |f:3.4|. Procedure: 3.5 g of 15α-acetoxy-3-methoxy-4-methylandrosta-3,5-dien-17-one is reacted with acetylene analogously to Example 5. The resultant 17α-ethynyl-3-methoxy-4-methylandrosta-3,5,15-trien-17β-ol is allowed to react, as described in Example 5, with concentrated hydrochloric acid in a mixture of methanol/water. After the crude product has been chromatographed on silica gel with a hexane-ethyl acetate gradient, 1.3 g of 17α-ethynyl-17β-hydroxy-4-methylandrosta-4,15-dien-3-one is obtained as a foam. Yields the product C(#C)[C@]1([C@]2(C)[C@@H](C=C1)[C@@H]1CCC3=C(C(CC[C@]3(C)[C@H]1CC2)=O)C)O (17α-ethynyl-17β-hydroxy-4-methylandrosta-4,15-dien-3-one). Reactants: C(C)(=O)O[C@H]1CC([C@]2(C)[C@@H]1[C@@H]1CC=C3C(=C(CC[C@]3(C)[C@H]1CC2)OC)C)=O (15α-acetoxy-3-methoxy-4-methylandrosta-3,5-dien-17-one), C#C (acetylene), Cl (hydrochloric acid), 17α-ethynyl-3-methoxy-4-methylandrosta-3,5,15-trien-17β-ol. Reactants: CN1CCN(c2ccc(N)cc2)CC1, CCO, CC(O)=C1CCC(=O)NC1=O. The product is CC(Nc1ccc(N2CCN(C)CC2)cc1)=C1CCC(=O)NC1=O. Reaction SMILES: [CH3:1][N:2]1[CH2:3][CH2:4][N:5]([c:8]2[cH:9][cH:10][c:11]([NH2:14])[cH:12][cH:13]2)[CH2:6][CH2:7]1.[CH3:26][CH2:27][OH:28].[OH:15][C:16]([CH3:17])=[C:18]1[C:19](=[O:25])[NH:20][C:21](=[O:24])[CH2:22][CH2:23]1>>[CH3:1][N:2]1[CH2:3][CH2:4][N:5]([c:8]2[cH:9][cH:10][c:11]([NH:14][C:16]([CH3:17])=[C:18]3[C:19](=[O:25])[NH:20][C:21](=[O:24])[CH2:22][CH2:23]3)[cH:12][cH:13]2)[CH2:6][CH2:7]1. Solvent: O (H2O). Reaction SMILES: [O:1]1[CH2:6][CH2:5][CH:4]([NH2:7])[CH2:3][CH2:2]1.[N-:8]=[C:9]=[O:10].[K+].[Na+].[Cl-]>O>[O:1]1[CH2:6][CH2:5][CH:4]([NH:7][C:9]([NH2:8])=[O:10])[CH2:3][CH2:2]1 |f:1.2,3.4|. Isolated yield 18.0%. The product is O1CCC(CC1)NC(=O)N (1-(tetrahydro-2H-pyran-4-yl)urea). Starting materials: O1CCC(CC1)N (tetrahydro-2H-pyran-4-amine), [N-]=C=O.[K+] (potassium isocyanate), [Na+].[Cl-] (NaCl). Reported procedure: A mixture of tetrahydro-2H-pyran-4-amine (5.0 g, 49.4 mmol, 1.0 equiv.) and potassium isocyanate (4.0 g, 49.5 mmol, 1.0 equiv.) was refluxed in H2O (50 mL) overnight. The reaction was cooled to room temperature and excess NaCl was added to help saturate the aqueous layer. The precipitate was isolated by filtration to provide the desired product (1.28 g, 8.88 mmol). The aqueous layer was washed with EtOAc (3×15 mL) and then was concentrated and azeotroped with toluene (3×100 mL). The resulting so... Starting materials: C1=CCC(CC1)C=CC(CC(=O)OC)=O (methyl 5-(cyclohexen-4-yl)-3-oxo-4-pentenoate), N,N-dimethylformamidodimethylacetal, CN(C=O)C (N,N-dimethylformamide), OC1=CC(=C(N)C=C1)C (4-hydroxy-2-methylaniline). The product is C1=CCC(CC1)C=1N(C=C(C(=O)OC)C(C1)=O)C1=C(C=C(C=C1)O)C (methyl 6-(cyclohexen-4-yl)-1-(4-hydroxy-2-methylphenyl)-4-oxo-1,4-dihydronicotinate). As a reaction SMILES: [CH:1]1[CH2:6][CH2:5][CH:4]([CH:7]=[CH:8][C:9](=[O:15])[CH2:10][C:11]([O:13][CH3:14])=[O:12])[CH2:3][CH:2]=1.[OH:16][C:17]1[CH:23]=[CH:22][C:20]([NH2:21])=[C:19]([CH3:24])[CH:18]=1.[CH3:25]N(C)C=O>>[CH:1]1[CH2:6][CH2:5][CH:4]([C:7]2[N:21]([C:20]3[CH:22]=[CH:23][C:17]([OH:16])=[CH:18][C:19]=3[CH3:24])[CH:25]=[C:10]([C:9](=[O:15])[CH:8]=2)[C:11]([O:13][CH3:14])=[O:12])[CH2:3][CH:2]=1. Procedure: In 30 ml of N,N-dimethylformamide was dissolved 2.0 g of methyl 5-(cyclohexen-4-yl)-3-oxo-4-pentenoate and 1.4 g of N,N-dimethylformamidodimethylacetal was added thereto. They were reacted at 70° C. for 1.5 hours. To the reaction mixture was then added 1.3 g of 4-hydroxy-2-methylaniline at 70° C., and the resulting mixture was subjected to reaction at 80° C. for 2 hours and at 140° C. for 3 hours. After completion of this reaction, the reaction mixture was cooled to room temperature, and the sol...